This data is from the Open Reaction Database (ORD), a public repository of structured organic reaction records. The task is: describe an organic reaction: reactants, conditions, products, and yield The reactants are NC1CC(CC1)O (3-Amino-cyclopentanol), C1(=CC=CC=C1)S(=O)(=O)N1C=CC=2C1=NC=C(C2Cl)[N+](=O)[O-] (1-Benzenesulfonyl-4-chloro-5-nitro-1H-pyrrolo[2,3-b]pyridine), C(C)(C)N(CC)C(C)C (diisopropylethylamine). Run in C(C)O (ethanol). Run at temperature 80 celsius, time 3 hour. The product is C1(=CC=CC=C1)S(=O)(=O)N1C=CC=2C1=NC=C(C2NC2CC(CC2)O)[N+](=O)[O-] (3-(1-Benzenesulfonyl-5-nitro-1H-pyrrolo[2,3-b]pyridin-4-ylamino)-cyclopentanol). Isolated yield 90.1%. Reaction SMILES: [NH2:1][CH:2]1[CH2:6][CH2:5][CH:4]([OH:7])[CH2:3]1.[C:8]1([S:14]([N:17]2[C:21]3=[N:22][CH:23]=[C:24]([N+:27]([O-:29])=[O:28])[C:25](Cl)=[C:20]3[CH:19]=[CH:18]2)(=[O:16])=[O:15])[CH:13]=[CH:12][CH:11]=[CH:10][CH:9]=1.C(N(C(C)C)CC)(C)C>C(O)C>[C:8]1([S:14]([N:17]2[C:21]3=[N:22][CH:23]=[C:24]([N+:27]([O-:29])=[O:28])[C:25]([NH:1][CH:2]4[CH2:6][CH2:5][CH:4]([OH:7])[CH2:3]4)=[C:20]3[CH:19]=[CH:18]2)(=[O:15])=[O:16])[CH:9]=[CH:10][CH:11]=[CH:12][CH:13]=1. Reported procedure: To a solution of 3-Amino-cyclopentanol (about 2.5 g) in ethanol (50 mL) were added 1-Benzenesulfonyl-4-chloro-5-nitro-1H-pyrrolo[2,3-b]pyridine (7 g, 20.4 mmol) and diisopropylethylamine (DIPEA) (7.2 g, 60 mmol), then the reaction mixture was stirred at 80° C. for 3 hours. The reaction mixture was purified by column chromatography (Hexanes/ethyl acetate=3:1) to give 7.4 g (76%) of 3-(1-Benzenesulfonyl-5-nitro-1H-pyrrolo[2,3-b]pyridin-4-ylamino)-cyclopentanol. 1H NMR (400 MHz, CDCl3) δ: 9.56 (s, ...